From a dataset of the Open Reaction Database (ORD), a public repository of structured organic reaction records. describe an organic reaction: reactants, conditions, products, and yield Reactants: O (Water), Cl.FC1(CNCCC1)F (3,3-difluoropiperidine hydrochloride), C([O-])([O-])=O.[Cs+].[Cs+] (cesium carbonate), BrCCCO[Si](C)(C)C(C)(C)C ((3-bromopropoxy)-tert-butyldimethylsilane). The solvent is C(C)(=O)OCC (ethyl acetate), CN(C)C=O (DMF). Run at temperature 50 celsius. Yields the product [Si](C)(C)(C(C)(C)C)OCCCN1CC(CCC1)(F)F (1-(3-{[tert-butyl(dimethyl)silyl]oxy}propyl)-3,3-difluoropiperidine). As a reaction SMILES: Cl.[F:2][C:3]1([F:9])[CH2:8][CH2:7][CH2:6][NH:5][CH2:4]1.C(=O)([O-])[O-].[Cs+].[Cs+].Br[CH2:17][CH2:18][CH2:19][O:20][Si:21]([C:24]([CH3:27])([CH3:26])[CH3:25])([CH3:23])[CH3:22].O>CN(C=O)C.C(OCC)(=O)C>[Si:21]([O:20][CH2:19][CH2:18][CH2:17][N:5]1[CH2:6][CH2:7][CH2:8][C:3]([F:9])([F:2])[CH2:4]1)([C:24]([CH3:25])([CH3:26])[CH3:27])([CH3:23])[CH3:22] |f:0.1,2.3.4|. Procedure details: To a solution of 3,3-difluoropiperidine hydrochloride (518 mg) in DMF (15 mL) was added cesium carbonate (3.21 g) and (3-bromopropoxy)-tert-butyldimethylsilane (0.838 mL). The resulting reaction mixture was heated to 50° C. for 1.5 hours before cooling back to room temperature. Water and ethyl acetate were added to the reaction mixture. The mixture was extracted with ethyl acetate (2×). The combined organics were washed with water (2×), brine, dried over magnesium sulfate, filtered and concentra... Starting materials: C(=O)(OC(C)(C)C)N[C@@H](CC=1SC=CN1)C(=O)O (Boc-β-(2-thiazolyl)alanine), C1=C(C=CC2=CC=CC=C12)NC([C@@H](NC)CCCNC(=O)OC(C)(C)C)=O (Nδ-Boc-Nα-methylornithine β-naphthylamide). The product is C1=C(C=CC2=CC=CC=C12)NC([C@@H](N(C)C([C@@H](NC(=O)OC(C)(C)C)CC=1SC=CN1)=O)CCCNC(=O)OC(C)(C)C)=O (Boc-β-(2-Thiazolyl)alanyl-Nδ-Boc-Nα-Methylornithine β-Naphthylamide). RXN SMILES: [C:1]([NH:8][C@H:9]([C:16]([OH:18])=O)[CH2:10][C:11]1[S:12][CH:13]=[CH:14][N:15]=1)([O:3][C:4]([CH3:7])([CH3:6])[CH3:5])=[O:2].[CH:19]1[C:28]2[C:23](=[CH:24][CH:25]=[CH:26][CH:27]=2)[CH:22]=[CH:21][C:20]=1[NH:29][C:30](=[O:45])[C@H:31]([CH2:34][CH2:35][CH2:36][NH:37][C:38]([O:40][C:41]([CH3:44])([CH3:43])[CH3:42])=[O:39])[NH:32][CH3:33]>>[CH:19]1[C:28]2[C:23](=[CH:24][CH:25]=[CH:26][CH:27]=2)[CH:22]=[CH:21][C:20]=1[NH:29][C:30](=[O:45])[C@H:31]([CH2:34][CH2:35][CH2:36][NH:37][C:38]([O:40][C:41]([CH3:43])([CH3:42])[CH3:44])=[O:39])[N:32]([C:16](=[O:18])[C@H:9]([CH2:10][C:11]1[S:12][CH:13]=[CH:14][N:15]=1)[NH:8][C:1]([O:3][C:4]([CH3:5])([CH3:6])[CH3:7])=[O:2])[CH3:33]. Procedure: Boc-β-(2-thiazolyl)alanine and Nδ-Boc-Nα-methylornithine β-naphthylamide were coupled under the conditions described in Procedure B, afforded a glassy solid which was purified by silica gel chromatography (1 to 2% MeOH/CH2Cl2): 1H NMR (400 MHz, CDCl3) δ1.45 (s, 9H), 1.50 (s, 9H), 1.52 (m, 2H), 1.77 (m, 1H), 2.18 (m, 1H), 3.01 (s, 3H), 3.19 (m, 3H), 3.49 (m, 1H), 4.98 (m,1H), 5.36 (m, 1H), 7.12 (s, 1H), 7.43 (m, 2H), 7.59 (d, J=7.2 Hz, 1H), 7.78 (m, 3H), 8.28 (s, 1H), 8.58 (s, 1H); mass spectrum ... Starting materials: C(#N)C1=NC=CC=C1C1=CC(=CN1S(=O)(=O)C1=C(C=C(C=C1)F)F)CN(C(OC(C)(C)C)=O)C (tert-butyl ({5-(2-cyanopyridin-3-yl)-1-[(2,4-difluorophenyl)sulfonyl]-1H-pyrrol-3-yl}methyl)methylcarbamate), C(C)(=O)OCC.Cl (hydrogen chloride-ethyl acetate). The solvent is C(C)(=O)OCC (ethyl acetate), CC(C)O (2-propanol). Reaction conditions: time 2 hour. Product: Cl.FC1=C(C=CC(=C1)F)S(=O)(=O)N1C(=CC(=C1)CNC)C=1C(=NC=CC1)C#N (3-{1-[(2,4-difluorophenyl)sulfonyl]-4-[(methylamino)methyl]-1H-pyrrol-2-yl}pyridine-2-carbonitrile hydrochloride). Isolated yield 74.0%. Reaction SMILES: [C:1]([C:3]1[C:8]([C:9]2[N:13]([S:14]([C:17]3[CH:22]=[CH:21][C:20]([F:23])=[CH:19][C:18]=3[F:24])(=[O:16])=[O:15])[CH:12]=[C:11]([CH2:25][N:26](C)[C:27](=O)OC(C)(C)C)[CH:10]=2)=[CH:7][CH:6]=[CH:5][N:4]=1)#[N:2].C(OCC)(=O)C.[ClH:41]>C(OCC)(=O)C.CC(O)C>[ClH:41].[F:24][C:18]1[CH:19]=[C:20]([F:23])[CH:21]=[CH:22][C:17]=1[S:14]([N:13]1[CH:12]=[C:11]([CH2:25][NH:26][CH3:27])[CH:10]=[C:9]1[C:8]1[C:3]([C:1]#[N:2])=[N:4][CH:5]=[CH:6][CH:7]=1)(=[O:16])=[O:15] |f:1.2,5.6|. Reported procedure: To a solution of tert-butyl ({5-(2-cyanopyridin-3-yl)-1-[(2,4-difluorophenyl)sulfonyl]-1H-pyrrol-3-yl}methyl)methylcarbamate (208 mg) in ethyl acetate (2 mL) and 2-propanol (1 mL) was added 4 mol/L hydrogen chloride-ethyl acetate solution (3 mL), and the mixture was stirred at room temperature for 2 hr. The reaction mixture was concentrated under reduced pressure, and the residue was recrystallized from ethanol to give the title compound as a white solid (yield 134 mg, 74%).